From a dataset of the Open Reaction Database (ORD), a public repository of structured organic reaction records. describe an organic reaction: reactants, conditions, products, and yield Reactants: C=1C=CC2=C(C1)N=NN2O (HOBT), CCN=C=NCCCN(C)C (WSC), C1(CC1)N1C=CC2=C(C=C(C=C12)C(=O)O)OC (1-cyclopropyl-4-methoxy-1H-indol-6-carboxylic acid), Cl.O=C1NC(=NO1)C=1C=C2C(CC3(CCNCC3)OC2=CC1)=O (6-(5-oxo-4,5-dihydro-1,2,4-oxadiazol-3-yl)spiro[chroman-2,4′-piperidin]-4-one hydrochloride). Run in CN(C)C=O (DMF), CCN(CC)CC (Et3N), O (Water). Conditions: time 8 hour. Product: C1(CC1)N1C=CC2=C(C=C(C=C12)C(=O)N1CCC2(CC1)OC1=CC=C(C=C1C(C2)=O)C2=NOC(N2)=O)OC (1′-[(1-Cyclopropyl-4-methoxy-1H-indol-6-yl)carbonyl]-6-(5-oxo-4,5-dihydro-1,2,4-oxadiazol-3-yl)spiro[chroman-2,4′-piperidin]-4-one). RXN SMILES: C1C=CC2N(O)N=NC=2C=1.CCN=C=NCCCN(C)C.[CH:22]1([N:25]2[C:33]3[C:28](=[C:29]([O:37][CH3:38])[CH:30]=[C:31]([C:34]([OH:36])=O)[CH:32]=3)[CH:27]=[CH:26]2)[CH2:24][CH2:23]1.Cl.[O:40]=[C:41]1[O:45][N:44]=[C:43]([C:46]2[CH:47]=[C:48]3[C:58](=[CH:59][CH:60]=2)[O:57][C:51]2([CH2:56][CH2:55][NH:54][CH2:53][CH2:52]2)[CH2:50][C:49]3=[O:61])[NH:42]1>CN(C=O)C.O.CCN(CC)CC>[CH:22]1([N:25]2[C:33]3[C:28](=[C:29]([O:37][CH3:38])[CH:30]=[C:31]([C:34]([N:54]4[CH2:55][CH2:56][C:51]5([CH2:50][C:49](=[O:61])[C:48]6[C:58](=[CH:59][CH:60]=[C:46]([C:43]7[NH:42][C:41](=[O:40])[O:45][N:44]=7)[CH:47]=6)[O:57]5)[CH2:52][CH2:53]4)=[O:36])[CH:32]=3)[CH:27]=[CH:26]2)[CH2:23][CH2:24]1 |f:3.4|. Procedure details: Et3N (58 μL), HOBT (32 mg) and WSC (40 mg) were added to a solution of 1-cyclopropyl-4-methoxy-1H-indol-6-carboxylic acid (40 mg) and 6-(5-oxo-4,5-dihydro-1,2,4-oxadiazol-3-yl)spiro[chroman-2,4′-piperidin]-4-one hydrochloride (70 mg) in DMF (4 mL), and stirred overnight at room temperature. Water was added to the reaction mixture, and the formed solid was collected by filtration. The solid was washed thoroughly with water and ether. This was dried under reduced pressure to obtain the title compo... Starting materials: COC(NC(C(C)C)C(=O)N1C(CCC1)C=1NC(=CN1)C1=CC=C(C=C1)C#C)=O ((1-{2-[5-(4-Ethynyl-phenyl)-1H-imidazol-2-yl]-pyrrolidine-1-carbonyl}-2-methyl-propyl)-carbamic acid methyl ester), COC(NC(C(C)C)C(=O)N1C(CCC1)C=1NC(=CN1)C1=CC=C(C=C1)Br)=O ((1-{2-[5-(4-bromo-phenyl)-1H-imidazol-2-yl]-pyrrolidine-1-carbonyl}-2-methyl-propyl)-carbamic acid methyl ester), COC(NC(C(C)C)C(=O)N1C(CCC1)C=1NC(=CN1)C1=CC=C(C=C1)Br)=O ((1-{2-[5-(4-bromo-phenyl)-1H-imidazol-2-yl]-pyrrolidine-1-carbonyl}-2-methyl-propyl)-carbamic acid methyl ester). Product: COC(NC(C(C)C)C(=O)N1C(CCC1)C=1NC(=CN1)C1=CC2=CC=C(C=C2C=C1)C#C)=O ((1-{2-[5-(6-Ethynyl-naphthalen-2-yl)-1H-imidazol-2-yl]-pyrrolidine-1-carbonyl}-2-methyl-propyl)-carbamic acid methyl ester). Reaction SMILES: COC(=O)NC(C(N1CCCC1C1N[C:18]([C:21]2[CH:26]=CC(C#C)=[CH:23][CH:22]=2)=[CH:19]N=1)=O)C(C)C.[CH3:30][O:31][C:32](=[O:57])[NH:33][CH:34]([C:38]([N:40]1[CH2:44][CH2:43][CH2:42][CH:41]1[C:45]1[NH:46][C:47]([C:50]2[CH:55]=[CH:54][C:53](Br)=[CH:52][CH:51]=2)=[CH:48][N:49]=1)=[O:39])[CH:35]([CH3:37])[CH3:36]>>[CH3:30][O:31][C:32](=[O:57])[NH:33][CH:34]([C:38]([N:40]1[CH2:44][CH2:43][CH2:42][CH:41]1[C:45]1[NH:46][C:47]([C:50]2[CH:55]=[CH:54][C:53]3[C:52](=[CH:19][CH:18]=[C:21]([C:22]#[CH:23])[CH:26]=3)[CH:51]=2)=[CH:48][N:49]=1)=[O:39])[CH:35]([CH3:37])[CH3:36]. Procedure: Title compound was prepared according to the method employed to prepare (1-{2-[5-(4-Ethynyl-phenyl)-1H-imidazol-2-yl]-pyrrolidine-1-carbonyl}-2-methyl-propyl)-carbamic acid methyl ester from (1-{2-[5-(4-bromo-phenyl)-1H-imidazol-2-yl]-pyrrolidine-1-carbonyl}-2-methyl-propyl)-carbamic acid methyl ester (Example AY), substituting (1-{2-[5-(6-Bromo-naphthalen-2-yl)-1H-imidazol-2-yl]-pyrrolidine-1-carbonyl}-2-methyl-propyl)-carbamic acid methyl ester for (1-{2-[5-(4-bromo-phenyl)-1H-imidazol-2-yl]-p... Reactants: CCOC(=O)c1cc(=O)c(Sc2ccc(Cl)cc2)co1, Cl, C1COCCO1. Product: O=C(O)c1cc(=O)c(Sc2ccc(Cl)cc2)co1. RXN SMILES: [Cl:1][c:2]1[cH:3][cH:4][c:5]([S:8][c:9]2[c:10](=[O:20])[cH:11][c:12]([C:15](=[O:16])[O:17][CH2:18][CH3:19])[o:13][cH:14]2)[cH:6][cH:7]1.[ClH:27].[O:21]1[CH2:22][CH2:23][O:24][CH2:25][CH2:26]1>>[Cl:1][c:2]1[cH:3][cH:4][c:5]([S:8][c:9]2[c:10](=[O:20])[cH:11][c:12]([C:15](=[O:16])[OH:17])[o:13][cH:14]2)[cH:6][cH:7]1.